From a dataset of the Open Reaction Database (ORD), a public repository of structured organic reaction records. describe an organic reaction: reactants, conditions, products, and yield Reactants: [Cl-].C[Zn+] (methylzinc chloride), BrC1=CC=C(C=N1)CN1N=C(C(C2=CC=CC(=C12)Cl)=O)C(=O)OCC (ethyl 1-[(6-bromopyridin-3-yl)methyl]-8-chloro-4-oxo-1,4-dihydrocinnoline-3-carboxylate), O (water). The reagents and catalysts are C=1C=CC(=CC1)[P](C=2C=CC=CC2)(C=3C=CC=CC3)[Pd]([P](C=4C=CC=CC4)(C=5C=CC=CC5)C=6C=CC=CC6)([P](C=7C=CC=CC7)(C=8C=CC=CC8)C=9C=CC=CC9)[P](C=1C=CC=CC1)(C=1C=CC=CC1)C=1C=CC=CC1 (tetrakis(triphenylphosphine)palladium(0)). The solvent is O1CCCC1 (tetrahydrofuran). Conditions: time 15 minute. The product is ClC=1C=CC=C2C(C(=NN(C12)CC=1C=NC(=CC1)C)C(=O)OCC)=O (ethyl 8-chloro-1-[(6-methylpyridin-3-yl)methyl]-4-oxo-1,4-dihydrocinnoline-3-carboxylate). Reaction SMILES: Br[C:2]1[N:7]=[CH:6][C:5]([CH2:8][N:9]2[C:18]3[C:13](=[CH:14][CH:15]=[CH:16][C:17]=3[Cl:19])[C:12](=[O:20])[C:11]([C:21]([O:23][CH2:24][CH3:25])=[O:22])=[N:10]2)=[CH:4][CH:3]=1.[Cl-].[CH3:27][Zn+].O>O1CCCC1.C1C=CC([P]([Pd]([P](C2C=CC=CC=2)(C2C=CC=CC=2)C2C=CC=CC=2)([P](C2C=CC=CC=2)(C2C=CC=CC=2)C2C=CC=CC=2)[P](C2C=CC=CC=2)(C2C=CC=CC=2)C2C=CC=CC=2)(C2C=CC=CC=2)C2C=CC=CC=2)=CC=1>[Cl:19][C:17]1[CH:16]=[CH:15][CH:14]=[C:13]2[C:18]=1[N:9]([CH2:8][C:5]1[CH:6]=[N:7][C:2]([CH3:27])=[CH:3][CH:4]=1)[N:10]=[C:11]([C:21]([O:23][CH2:24][CH3:25])=[O:22])[C:12]2=[O:20] |f:1.2,^1:38,40,59,78|. Reported procedure: Ethyl 1-[(6-bromopyridin-3-yl)methyl]-8-chloro-4-oxo-1,4-dihydrocinnoline-3-carboxylate [(Example 69, Step 1), 0.11 g, 0.25 mmol] was dissolved in tetrahydrofuran (1.5 mL), sparged under nitrogen and treated with methylzinc chloride (0.18 mL, 2.0 M tetrahydrofuran solution, 0.35 mmol, 1.4 equiv) and 1,1′bis(diphenylphosphino)ferrocene-palladium(II)dichloride dichloromethane complex (10 mg, 0.013 mmol, 0.05 equiv). After stirring for 15 minutes, tetrakis(triphenylphosphine)palladium(0) (58 mg, 0....